From a dataset of the Open Reaction Database (ORD), a public repository of structured organic reaction records. describe an organic reaction: reactants, conditions, products, and yield Reactants: CN(C)C=O (DMF), FC1=C(C=C(C=C1)O)[N+](=O)[O-] (4-fluoro-3-nitro-phenol), [H-].[Na+] (sodium hydride), C(C)I (ethyl iodide). Solvent: C(C)(=O)OCC (ethyl acetate). Conditions: time 30 minute. The product is C(C)OC1=CC(=C(C=C1)F)[N+](=O)[O-] (4-ethoxy-1-fluoro-2-nitro-benzene). Isolated yield 93.0%. RXN SMILES: CN(C=O)C.[F:6][C:7]1[CH:12]=[CH:11][C:10]([OH:13])=[CH:9][C:8]=1[N+:14]([O-:16])=[O:15].[H-].[Na+].[CH2:19](I)[CH3:20]>C(OCC)(=O)C>[CH2:19]([O:13][C:10]1[CH:11]=[CH:12][C:7]([F:6])=[C:8]([N+:14]([O-:16])=[O:15])[CH:9]=1)[CH3:20] |f:2.3|. Reported procedure: To a DMF (10 mL) solution of 4-fluoro-3-nitro-phenol (628 mg), sodium hydride (purity: 55% or higher, 209 mg) was added in small portions at room temperature. After 30 minutes, ethyl iodide (0.38 mL) was added thereto at room temperature. After 2 hours, the reaction mixture was diluted with ethyl acetate, washed with saturated sodium bicarbonate and saturated brine, then dried over sodium sulfate, and then concentrated. The residue was purified by column chromatography (hexane/ethyl acetate) to ... The product is C(C1=CC=CC=C1)OC=1C=C(C=CC1)C(=O)C=O (3-Benzyloxyphenyl glyoxal). Reported procedure: To a solution of 9.4 g. of selenium dioxide in a solvent mixture of 50 ml. of dioxane and 1.7 ml. of water, was added 16.5 g. of 3-benzyloxyacetophenone. The mixture was refluxed for 4 hrs. with stirring. The resulting precipitates were removed by filtration and the solvents were distilled off from the filtrate under reduced pressure. The residue was dissolved in benzene and washed with water several times. After drying the benzene layer, benzene was removed by distillation to obtain the glyoxal... The solvent is O (water). As a reaction SMILES: [Se](=O)=O.[O:4]1CCOCC1.[CH3:10][C:11]([C:13]1[CH:18]=[CH:17][CH:16]=[C:15]([O:19][CH2:20][C:21]2[CH:26]=[CH:25][CH:24]=[CH:23][CH:22]=2)[CH:14]=1)=[O:12]>O>[CH2:20]([O:19][C:15]1[CH:14]=[C:13]([C:11]([CH:10]=[O:4])=[O:12])[CH:18]=[CH:17][CH:16]=1)[C:21]1[CH:26]=[CH:25][CH:24]=[CH:23][CH:22]=1. Reactants: [Se](=O)=O (selenium dioxide), O1CCOCC1 (dioxane), CC(=O)C1=CC(=CC=C1)OCC2=CC=CC=C2 (3-benzyloxyacetophenone). Starting materials: C=CC1=CC=CC=C1 (styrene), C(=C)C1=C(C=CC=C1)C=C (divinylbenzene), C(C1=CC=CC=C1)(=O)OOC(C1=CC=CC=C1)=O (benzoyl peroxide), C(C=C)(=O)OCCCC (butyl acrylate), C(\C=C/C(=O)[O-])(=O)OCCCC (butyl maleate), C(C1=CC=CC=C1)(=O)OOC(C1=CC=CC=C1)=O (benzoyl peroxide). The solvent is C=1(C(=CC=CC1)C)C (xylene), C=1(C(=CC=CC1)C)C (xylene). Run at time 3 hour. Product: C=CC1=CC=CC=C1.C(C=C)(=O)OCCCC.C(\C=C/C(=O)[O-])(=O)OCCCC.C(=C)C1=C(C=CC=C1)C=C (styrene butyl acrylate butyl maleate divinylbenzene). RXN SMILES: [CH2:1]=[CH:2][C:3]1[CH:8]=[CH:7][CH:6]=[CH:5][CH:4]=1.[C:9]([O:13][CH2:14][CH2:15][CH2:16][CH3:17])(=[O:12])[CH:10]=[CH2:11].[C:18]([O:25][CH2:26][CH2:27][CH2:28][CH3:29])(=[O:24])/[CH:19]=[CH:20]\[C:21]([O-:23])=[O:22].[CH:30]([C:32]1[CH:37]=[CH:36][CH:35]=[CH:34][C:33]=1[CH:38]=[CH2:39])=[CH2:31].C(OOC(=O)C1C=CC=CC=1)(=O)C1C=CC=CC=1>C1(C)C(C)=CC=CC=1>[CH2:1]=[CH:2][C:3]1[CH:8]=[CH:7][CH:6]=[CH:5][CH:4]=1.[C:9]([O:13][CH2:14][CH2:15][CH2:16][CH3:17])(=[O:12])[CH:10]=[CH2:11].[C:18]([O:25][CH2:26][CH2:27][CH2:28][CH3:29])(=[O:24])/[CH:19]=[CH:20]\[C:21]([O-:23])=[O:22].[CH:30]([C:32]1[CH:37]=[CH:36][CH:35]=[CH:34][C:33]=1[CH:38]=[CH2:39])=[CH2:31] |f:6.7.8.9|. Procedure details: 50 parts by weight of xylene is placed in a three-necked plask, and 75 parts by weight styrene, 20 parts by weight butyl acrylate, 5 parts by weight butyl maleate, 0.6 parts by weight divinylbenzene and 0.3 parts by weight benzoyl peroxide are added through a dropping funnel under reflux over 3 hours. Then a solution of 0.3 parts by weight benzoyl peroxide in xylene is dropwise added and refluxing is continued for 3 hours followed by cooling and removing the xylene to give a styrene-butyl acryla... Reactants: CCCCO.CCCCO.CCCCO.CCCCO.[Ti] (titanium n-butoxide), [Cl-].[Zr+4].[Cl-].[Cl-].[Cl-] (zirconium chloride), N (ammonia). Solvent: C(C)O (ethyl alcohol), C(C)O (ethyl alcohol). The product is [OH-].[Ti+4].[OH-].[OH-].[OH-] (titanium hydroxide), [OH-].[Zr+4].[OH-].[OH-].[OH-] (zirconium hydroxide). RXN SMILES: CCCC[OH:5].CCCC[OH:10].CCCC[OH:15].CCCC[OH:20].[Ti:21].[Cl-].[Zr+4:23].[Cl-].[Cl-].[Cl-].N>C(O)C>[OH-:5].[Ti+4:21].[OH-:10].[OH-:15].[OH-:20].[OH-:5].[Zr+4:23].[OH-:5].[OH-:5].[OH-:5] |f:0.1.2.3.4,5.6.7.8.9,12.13.14.15.16,17.18.19.20.21|. Reported procedure: An equimolar quantity of titanium n-butoxide [Ti(OC4H9)4 ] and zirconium chloride (ZnCl4) is dissolved respectively in an appropriate amount of anhydrous ethyl alcohol. After two ethyl alcohol solutions are mixed, the mixture is added dropwise to an excess of aqueous ammonia solution to obtain a white co-precipitate of titanium hydroxide with zirconium hydroxide. The co-precipitate is collected by filtration and then washed with de-ionized water until the solution is free of chloride ion. After ... The reactants are FC1=C(C=CC(=C1)F)B(O)O (2,4-difluorophenylboronic acid), bis(acetato)triphenylphosphine palladium(II), C(C1=CC=CC=C1)(=O)NC1=C(C(=O)OC)C=CC(=C1)Br (methyl 2-(benzamido)-4-bromobenzoate), C([O-])([O-])=O.[Na+].[Na+] (sodium carbonate), polymer. Run in CN(C(C)=O)C (N,N-dimethylacetamide). Run at time 20 hour. The product is C(C1=CC=CC=C1)(=O)NC1=C(C(=O)O)C=CC(=C1)C1=C(C=C(C=C1)F)F (2-(benzamido)-4-(2,4-difluorophenyl)benzoic acid). The yield is 28.4%. As a reaction SMILES: [F:1][C:2]1[CH:7]=[C:6]([F:8])[CH:5]=[CH:4][C:3]=1B(O)O.C(=O)([O-])[O-].[Na+].[Na+].[C:18]([NH:26][C:27]1[CH:36]=[C:35](Br)[CH:34]=[CH:33][C:28]=1[C:29]([O:31]C)=[O:30])(=[O:25])[C:19]1[CH:24]=[CH:23][CH:22]=[CH:21][CH:20]=1>CN(C)C(=O)C>[C:18]([NH:26][C:27]1[CH:36]=[C:35]([C:3]2[CH:4]=[CH:5][C:6]([F:8])=[CH:7][C:2]=2[F:1])[CH:34]=[CH:33][C:28]=1[C:29]([OH:31])=[O:30])(=[O:25])[C:19]1[CH:20]=[CH:21][CH:22]=[CH:23][CH:24]=1 |f:1.2.3|. Procedure details: 56 mg of 2,4-difluorophenylboronic acid, 63 mg of sodium carbonate and 34 mg of polymer supported bis(acetato)triphenylphosphine palladium(II) were added to 2.5 mL of N,N-dimethylacetamide solution containing 80 mg of methyl 2-(benzamido)-4-bromobenzoate, and starred at 90° C. for 20 hours. After the reaction mixture was cooled to room temperature, insoluble were removed by filtration and ethyl acetate and 1.2 mol/L hydrochloric acid were added. The organic layer was separated and dried over anh... The reactants are C1CCOC1, COS(=O)(=O)OC, Cn1cc([N+](=O)[O-])c(CO)n1, [H-], N, [Na+], O. Product: COCc1nn(C)cc1[N+](=O)[O-]. Reaction SMILES: [CH2:22]1[O:23][CH2:24][CH2:25][CH2:26]1.[CH3:14][O:15][S:16]([O:17][CH3:18])(=[O:19])=[O:20].[CH3:1][n:2]1[n:3][c:4]([CH2:10][OH:11])[c:5]([N+:7](=[O:8])[O-:9])[cH:6]1.[H-:13].[NH3:21].[Na+:12].[OH2:27]>>[CH3:1][n:2]1[n:3][c:4]([CH2:10][O:11][CH3:14])[c:5]([N+:7](=[O:8])[O-:9])[cH:6]1. The reactants are C(C)(=O)OCC.ClCCl (ethyl acetate dichloromethane), C(C)(C)NC(C)C.[Li] (lithium diisopropylamine), CC(C#CC1=CC(=CS1)N(C(=O)[C@H]1CC=C(C[C@@H]1C)C)[C@@H]1CC[C@H](CC1)O)(C)C ((1S,6S)-4,6-Dimethyl-cyclohex-3-ene-carboxylic acid [5-(3,3-dimethyl-but-1-ynyl)-thiophen-3-yl]-(trans-4-hydroxy-cyclohexyl)-amide). Solvent: C1CCOC1 (THF). Conditions: temperature 0 celsius. Yields the product CC(C#CC1=CC(=C(S1)C(=O)O)N(C1CCC(CC1)O)C(=O)[C@H]1CC=C(C[C@@H]1C)C)(C)C (5-(3,3-Dimethyl-but-1-ynyl)-3-[(1S,6S)-(4,6-dimethyl-cyclohex-3-enecarbonyl)-(4-hydroxy-cyclohexyl)-amino]-thiophene-2-carboxylic acid). RXN SMILES: [CH3:1][C:2]([CH3:29])([CH3:28])[C:3]#[C:4][C:5]1[S:9][CH:8]=[C:7]([N:10]([C@H:21]2[CH2:26][CH2:25][C@H:24]([OH:27])[CH2:23][CH2:22]2)[C:11]([C@@H:13]2[C@@H:18]([CH3:19])[CH2:17][C:16]([CH3:20])=[CH:15][CH2:14]2)=[O:12])[CH:6]=1.C(NC(C)C)(C)C.[Li].[C:38]([O:41]CC)(=[O:40])C.ClCCl>C1COCC1>[CH3:29][C:2]([CH3:28])([CH3:1])[C:3]#[C:4][C:5]1[S:9][C:8]([C:38]([OH:41])=[O:40])=[C:7]([N:10]([C:11]([C@@H:13]2[C@@H:18]([CH3:19])[CH2:17][C:16]([CH3:20])=[CH:15][CH2:14]2)=[O:12])[CH:21]2[CH2:26][CH2:25][CH:24]([OH:27])[CH2:23][CH2:22]2)[CH:6]=1 |f:1.2,3.4,^1:36|. Procedure: (1S,6S)-4,6-Dimethyl-cyclohex-3-ene-carboxylic acid [5-(3,3-dimethyl-but-1-ynyl)-thiophen-3-yl]-(trans-4-hydroxy-cyclohexyl)-amide (1.74 g, 4.2 mmol) in THF (50 mL) was cooled to −78° C. and treated with lithium diisopropylamine (8.4 mL, 2.0M in heptane/THF/PhEt, 16.8 mmol) and allowed to warm to 0° C. over the course of 2 hours. CO2 was vigorously bubbled through the reaction solution for 10 minutes. The reaction was then quenched with the addition of iPrOH, diluted with ethyl acetate, washed w...